This data is from the Open Reaction Database (ORD), a public repository of structured organic reaction records. The task is: describe an organic reaction: reactants, conditions, products, and yield Starting materials: ClC1=CC=C(C=C1)C1=CC=2C(N(C=CC2O1)C=1C=C2C=NN(C2=CC1)CCN1C[C@@H](CC1)O)=O ((R)-2-(4-chlorophenyl)-5-(1-(2-(3-hydroxypyrrolidin-1-yl)ethyl)-1H-indazol-5-yl)furo[3,2-c]pyridine-4-one), (R)-2-(4-chlorophenyl)-5-(1-(2-(2-hydroxymethyl)pyrrolidin-1-yl)ethyl)-1H-indazol-5-yl, O1CC=C2C(N=CC=C21)=O (furo[3,2-c]pyridine-4-one). The product is Cl.ClC1=CC=C(C=C1)C1=CC=2C(N(C=CC2O1)C=1C=C2C=NN(C2=CC1)CCN1C[C@@H](CC1)O)=O ((R)-2-(4-Chlorophenyl)-5-(1-(2-(3-hydroxypyrrolidin-1-yl)ethyl)-1H-indazol-5-yl)furo[3,2-c]pyridine-4-one hydrochloride). As a reaction SMILES: [Cl:1][C:2]1[CH:7]=[CH:6][C:5]([C:8]2[O:16][C:15]3[CH:14]=[CH:13][N:12]([C:17]4[CH:18]=[C:19]5[C:23](=[CH:24][CH:25]=4)[N:22]([CH2:26][CH2:27][N:28]4[CH2:32][CH2:31][C@@H:30]([OH:33])[CH2:29]4)[N:21]=[CH:20]5)[C:11](=[O:34])[C:10]=3[CH:9]=2)=[CH:4][CH:3]=1.O1C2C(C(=O)N=CC=2)=CC1>>[ClH:1].[Cl:1][C:2]1[CH:3]=[CH:4][C:5]([C:8]2[O:16][C:15]3[CH:14]=[CH:13][N:12]([C:17]4[CH:18]=[C:19]5[C:23](=[CH:24][CH:25]=4)[N:22]([CH2:26][CH2:27][N:28]4[CH2:32][CH2:31][C@@H:30]([OH:33])[CH2:29]4)[N:21]=[CH:20]5)[C:11](=[O:34])[C:10]=3[CH:9]=2)=[CH:6][CH:7]=1 |f:2.3|. Procedure details: Following the procedure of Example 3, but substituting (R)-2-(4-chlorophenyl)-5-(1-(2-(3-hydroxypyrrolidin-1-yl)ethyl)-1H-indazol-5-yl)furo[3,2-c]pyridine-4-one for the (R)-2-(4-chlorophenyl)-5-(1-(2-(2-hydroxymethyl)pyrrolidin-1-yl)ethyl)-1H-indazol-5-yl)furo[3,2-c]pyridine-4-one, the title compound (22.2 mg, quantitative) was prepared as an off-white solid: mp 242-246° C. (decomposition); ESI MS m/z 475 [M+H]+; HPLC (Method A) 97.6% (AUC), tR=15.4 min. Reactants: Cc1cc(C2CCCC2)cnc1N1CCN(C(=O)OC(C)(C)C)CC1, CCOC(C)=O, ClC(Cl)Cl, Cl, [Na+], [OH-]. Product: Cc1cc(C2CCCC2)cnc1N1CCNCC1. Reaction SMILES: [C:1]([O:2][C:3](=[O:4])[N:8]1[CH2:9][CH2:10][N:11]([c:14]2[n:15][cH:16][c:17]([CH:21]3[CH2:22][CH2:23][CH2:24][CH2:25]3)[cH:18][c:19]2[CH3:20])[CH2:12][CH2:13]1)([CH3:5])([CH3:6])[CH3:7].[C:26]([O:27][CH2:28][CH3:29])(=[O:30])[CH3:31].[CH:35]([Cl:36])([Cl:37])[Cl:38].[ClH:32].[Na+:34].[OH-:33]>>[NH:8]1[CH2:9][CH2:10][N:11]([c:14]2[n:15][cH:16][c:17]([CH:21]3[CH2:22][CH2:23][CH2:24][CH2:25]3)[cH:18][c:19]2[CH3:20])[CH2:12][CH2:13]1. Reactants: FC(C(=O)O)(F)F (trifluoroacetic acid), C([O-])(O)=O.[Na+] (sodium bicarbonate), COCOC1=C(C=CC=C1)C(O)C1=C(C(=CC=C1)OC)O ((2-Methoxymethoxyphenyl)(2-hydroxy-3-methoxyphenyl)methanol), C(C)[SiH](CC)CC (triethylsilane). The solvent is C(Cl)Cl (methylene chloride), C(Cl)Cl (methylene chloride), C(Cl)Cl (methylene chloride). Run at temperature 0 celsius. The product is COCOC1=C(C=CC=C1)CC1=C(C(=CC=C1)OC)O ((2-Methoxymethoxyphenyl)-(2-hydroxy-3-methoxyphenyl)methane). Isolated yield 130.6%. RXN SMILES: [CH3:1][O:2][CH2:3][O:4][C:5]1[CH:10]=[CH:9][CH:8]=[CH:7][C:6]=1[CH:11]([C:13]1[CH:18]=[CH:17][CH:16]=[C:15]([O:19][CH3:20])[C:14]=1[OH:21])O.C([SiH](CC)CC)C.FC(F)(F)C(O)=O.C(=O)(O)[O-].[Na+]>C(Cl)Cl>[CH3:1][O:2][CH2:3][O:4][C:5]1[CH:10]=[CH:9][CH:8]=[CH:7][C:6]=1[CH2:11][C:13]1[CH:18]=[CH:17][CH:16]=[C:15]([O:19][CH3:20])[C:14]=1[OH:21] |f:3.4|. Reported procedure: (2-Methoxymethoxyphenyl)(2-hydroxy-3-methoxyphenyl)methanol (15.54 g, 54 mmol) and triethylsilane (7.53 g, 0.064 mol) were dissolved in 150 ml of methylene chloride and the solution cooled to 0° C. and blanketed with nitrogen. A solution of 7.39 g (64.8 mmol) of trifluoroacetic acid in 70 ml of methylene chloride was added with stirring and cooling and the mixture was allowed to react for 2 hours. The reaction mixture was then poured into saturated aqueous sodium bicarbonate, more methylene chlo... Starting materials: CC12CCC3C(CC=C4CC5(CCC43C(F)F)OCCO5)C1CCC2OC(=O)c1ccccc1, CO, [Li+], C1CCOC1, [OH-]. Yields the product CC12CCC3C(CC=C4CC5(CCC43C(F)F)OCCO5)C1CCC2O. Reaction SMILES: [C:3](=[O:4])([c:5]1[cH:6][cH:7][cH:8][cH:9][cH:10]1)[O:11][CH:12]1[C:13]2([CH3:14])[CH:15]([CH2:16][CH2:17]1)[CH:18]1[CH2:19][CH:20]=[C:21]3[CH2:22][C:23]4([CH2:24][CH2:25][C:26]3([CH:27]([F:28])[F:29])[CH:30]1[CH2:31][CH2:32]2)[O:33][CH2:34][CH2:35][O:36]4.[CH3:42][OH:43].[Li+:1].[O:37]1[CH2:38][CH2:39][CH2:40][CH2:41]1.[OH-:2]>>[OH:11][CH:12]1[C:13]2([CH3:14])[CH:15]([CH2:16][CH2:17]1)[CH:18]1[CH2:19][CH:20]=[C:21]3[CH2:22][C:23]4([CH2:24][CH2:25][C:26]3([CH:27]([F:28])[F:29])[CH:30]1[CH2:31][CH2:32]2)[O:33][CH2:34][CH2:35][O:36]4.